From a dataset of the Open Reaction Database (ORD), a public repository of structured organic reaction records. describe an organic reaction: reactants, conditions, products, and yield Starting materials: BrB(Br)Br, COc1cccc2cc(-c3nnc(C)o3)oc12, ClCCl, O. Yields the product Cc1nnc(-c2cc3cccc(O)c3o2)o1. Reaction SMILES: [B:18]([Br:19])([Br:20])[Br:21].[CH3:1][O:2][c:3]1[cH:4][cH:5][cH:6][c:7]2[c:8]1[o:9][c:10](-[c:12]1[o:13][c:14]([CH3:17])[n:15][n:16]1)[cH:11]2.[Cl:23][CH2:24][Cl:25].[OH2:22]>>[OH:2][c:3]1[cH:4][cH:5][cH:6][c:7]2[c:8]1[o:9][c:10](-[c:12]1[o:13][c:14]([CH3:17])[n:15][n:16]1)[cH:11]2.